From a dataset of the Open Reaction Database (ORD), a public repository of structured organic reaction records. describe an organic reaction: reactants, conditions, products, and yield The reactants are CC(=O)Oc1c(C)c(C)c2c(c1C)C(C)CN2C(C)=O, O=C([O-])[O-], CO, [K+], [K+]. Yields the product CC(=O)N1CC(C)c2c(C)c(O)c(C)c(C)c21. RXN SMILES: [C:1]([CH3:2])(=[O:3])[N:4]1[CH2:5][CH:6]([CH3:20])[c:7]2[c:8]([CH3:19])[c:9]([O:15][C:16](=[O:17])[CH3:18])[c:10]([CH3:14])[c:11]([CH3:13])[c:12]21.[C:21](=[O:22])([O-:23])[O-:24].[CH3:27][OH:28].[K+:25].[K+:26]>>[C:1]([CH3:2])(=[O:3])[N:4]1[CH2:5][CH:6]([CH3:20])[c:7]2[c:8]([CH3:19])[c:9]([OH:15])[c:10]([CH3:14])[c:11]([CH3:13])[c:12]21. Reactants: OOS(=O)[O-].[K+] (oxone), O (water), sulfide, C1(CCCCC1)SC1=CC=C(C#N)C=C1 (4-cyclohexylthio-benzonitrile). Run in CC(=O)C (acetone), CC(=O)C (acetone). Run at temperature 0 celsius. Yields the product C1(CCCCC1)S(=O)(=O)C1=CC=C(C#N)C=C1 (4-Cyclohexanesulfonyl-benzonitrile). Yield: 94.0%. Reaction SMILES: [CH:1]1([S:7][C:8]2[CH:15]=[CH:14][C:11]([C:12]#[N:13])=[CH:10][CH:9]=2)[CH2:6][CH2:5][CH2:4][CH2:3][CH2:2]1.[OH2:16].[OH:17]OS([O-])=O.[K+]>CC(C)=O>[CH:1]1([S:7]([C:8]2[CH:9]=[CH:10][C:11]([C:12]#[N:13])=[CH:14][CH:15]=2)(=[O:17])=[O:16])[CH2:6][CH2:5][CH2:4][CH2:3][CH2:2]1 |f:2.3|. Procedure: Dissolve 4-cyclohexylthio-benzonitrile (1.17 g, 5.4 mmol) in acetone (10 mL) and add water until the sulfide starts to come out of solution. Then add a drop of acetone to rehomogenize the solution. Cool the mixture to 0° C. and then add oxone (4.2 g, 6.73 mmol) in one portion while stirring vigorously at 0° C. for h. Concentrate in vacuo, take up the residue in DCM and filter the suspension through a frit. Concentrate in vacuo to obtain the desired intermediate (1.27 g, 94%) as a white solid. The reactants are C(C)(C)(C)OC(=O)N1[C@H](C=O)C[C@H](C1)O[Si](C)(C)C(C)(C)C ((2S,4R)-N-tert-butoxycarbonyl-4-tert-butyldimethylsiloxyprolinal), C(C1=CC=CC=C1)N(C(C)=O)C (N-benzyl-N-methylacetamide), [Cl-].[NH4+] (ammonium chloride), C(C)(C)[N-]C(C)C.[Li+] (lithium diisopropylamide). Run in O1CCCC1 (tetrahydrofuran), C(C)(=O)OCC (ethyl acetate), O1CCCC1 (tetrahydrofuran), O1CCCC1 (tetrahydrofuran), O (water), O1CCCC1 (tetrahydrofuran). Conditions: temperature -78 celsius, time 10 minute. Product: C(C1=CC=CC=C1)N(C(=O)CC(O)[C@H]1NC[C@@H](C1)O[Si](C)(C)C(C)(C)C)C ((2S,4R)-2-[2-(N-Benzyl-N-methylcarbamoyl)-1-hydroxyethyl]-4-tert-butyldimethylsiloxypyrrolidine). Yield: 92.0%. RXN SMILES: [CH2:1]([N:8]([CH3:12])[C:9](=[O:11])[CH3:10])[C:2]1[CH:7]=[CH:6][CH:5]=[CH:4][CH:3]=1.C([N-]C(C)C)(C)C.[Li+].C(OC([N:28]1[CH2:34][C@H:33]([O:35][Si:36]([C:39]([CH3:42])([CH3:41])[CH3:40])([CH3:38])[CH3:37])[CH2:32][C@H:29]1[CH:30]=[O:31])=O)(C)(C)C.[Cl-].[NH4+]>O1CCCC1.O.C(OCC)(=O)C>[CH2:1]([N:8]([CH3:12])[C:9]([CH2:10][CH:30]([C@@H:29]1[CH2:32][C@@H:33]([O:35][Si:36]([C:39]([CH3:42])([CH3:41])[CH3:40])([CH3:37])[CH3:38])[CH2:34][NH:28]1)[OH:31])=[O:11])[C:2]1[CH:7]=[CH:6][CH:5]=[CH:4][CH:3]=1 |f:1.2,4.5|. Reported procedure: Under a nitrogen atmosphere, a solution of N-benzyl-N-methylacetamide (280 mg, 1.67 mmol) in tetrahydrofuran (1 ml) was dropwise added at -78° C. to a solution comprising a 2.0M lithium diisopropylamide--tetrahydrofuran solution (835 μl, 1.67 mmol) and tetrahydrofuran (15 ml). The mixture was stirred at -78° C. for 10 minutes, and then a solution of (2S,4R)-N-tert-butoxycarbonyl-4-tert-butyldimethylsiloxyprolinal (500 mg, 1.52 mmol) in tetrahydrofuran (1 ml) was dropwise added thereto. The react... The reactants are Cl.BrC1=CC(=NC(=C1)C)C(=O)O (4-bromo-6-methyl-pyridine-2-carboxylic acid hydrochloride), CNC (dimethylamine). Run in C(CCC)O (butanol). Product: CN(C1=CC(=NC(=C1)C)C(=O)O)C (4-dimethylamino-6-methyl-pyridine-2-carboxylic acid). The yield is 142.9%. Reaction SMILES: Cl.Br[C:3]1[CH:8]=[C:7]([CH3:9])[N:6]=[C:5]([C:10]([OH:12])=[O:11])[CH:4]=1.[CH3:13][NH:14][CH3:15]>C(O)CCC>[CH3:13][N:14]([CH3:15])[C:3]1[CH:8]=[C:7]([CH3:9])[N:6]=[C:5]([C:10]([OH:12])=[O:11])[CH:4]=1 |f:0.1|. Procedure details: To a solution of 4-bromo-6-methyl-pyridine-2-carboxylic acid hydrochloride (100 mg, 0.396 mmol) in butanol (6 mL), dimethylamine (162 mg, 1.19 mmol) is added and the mixture is refluxed for 2 days. The solvent is removed in vacuo and the residue is dried under HV to give 4-dimethylamino-6-methyl-pyridine-2-carboxylic acid (102 mg) as dimethylammonium salt in form of a yellow oil; LC-MS: tR=0.48 min, [M+1]+=181.07. This material is dissolved in DCM (5 mL), methanol (0.5 mL) and triethylamine (5 m... Reactants: C(=O)(O)[O-].[Na+] (NaHCO3), FC1=C(C=CC2=C1SC(=C2)C2=CC=C(C=C2)O)OC (7-fluoro-2-[4-hydroxyphenyl]-6-methoxybenzo[b]thiophene), Cl.ClCCN1CCCC1 (1-(2-chloroethyl)pyrrolidine hydrochloride), C(=O)([O-])[O-].[Cs+].[Cs+] (Cs2CO3). Run in CN(C)C=O (DMF). The product is FC1=C(C=CC2=C1SC(=C2)C2=CC=C(C=C2)OCCN2CCCC2)OC (7-Fluoro-6-methoxy-2-[4-[2-(1-pyrrolidinyl)ethoxy]phenyl]benzo[b]thiophene). Reaction SMILES: [F:1][C:2]1[C:7]2[S:8][C:9]([C:11]3[CH:16]=[CH:15][C:14]([OH:17])=[CH:13][CH:12]=3)=[CH:10][C:6]=2[CH:5]=[CH:4][C:3]=1[O:18][CH3:19].Cl.Cl[CH2:22][CH2:23][N:24]1[CH2:28][CH2:27][CH2:26][CH2:25]1.C([O-])([O-])=O.[Cs+].[Cs+].C([O-])(O)=O.[Na+]>CN(C=O)C>[F:1][C:2]1[C:7]2[S:8][C:9]([C:11]3[CH:16]=[CH:15][C:14]([O:17][CH2:22][CH2:23][N:24]4[CH2:28][CH2:27][CH2:26][CH2:25]4)=[CH:13][CH:12]=3)=[CH:10][C:6]=2[CH:5]=[CH:4][C:3]=1[O:18][CH3:19] |f:1.2,3.4.5,6.7|. Procedure: A solution of 7-fluoro-2-[4-hydroxyphenyl]-6-methoxybenzo[b]thiophene (Part C; 550 mg, 2.0 mmol), 1-(2-chloroethyl)pyrrolidine hydrochloride (375 mg, 2.2 mmol) and Cs2CO3 (1.65 g, 5.0 mmol) in 20 mL of DMF was heated at 80° C. for 5 h. The reaction mixture was cooled to ambient temperature and poured into saturated aqueous NaHCO3 solution (20 mL). The aqueous layer was extracted with EtOAc (2×20 mL). The combined organics were washed with H2O (2×50 mL) and brine (50 mL), dried over Na2SO4, filte... The reactants are C(C)NC(=O)NC1=CC=C(C=C1)C=1N=C(C2=C(N1)CNCC2)N2[C@H](COCC2)CC ((S)-1-ethyl-3-(4-(4-(3-ethylmorpholino)-5,6,7,8-tetrahydropyrido[3,4-d]pyrimidin-2-yl)phenyl)urea), ClC1=NC=CC=N1 (2-chloropyrimidine). Product: C(C)NC(=O)NC1=CC=C(C=C1)C=1N=C(C2=C(N1)CN(CC2)C2=NC=CC=N2)N2[C@H](COCC2)CC ((S)-1-ethyl-3-(4-(4-(3-ethylmorpholino)-7-(pyrimidin-2-yl)-5,6,7,8-tetrahydropyrido[3,4-d]pyrimidin-2-yl)phenyl)urea). Reaction SMILES: [CH2:1]([NH:3][C:4]([NH:6][C:7]1[CH:12]=[CH:11][C:10]([C:13]2[N:14]=[C:15]([N:23]3[CH2:28][CH2:27][O:26][CH2:25][C@@H:24]3[CH2:29][CH3:30])[C:16]3[CH2:22][CH2:21][NH:20][CH2:19][C:17]=3[N:18]=2)=[CH:9][CH:8]=1)=[O:5])[CH3:2].Cl[C:32]1[N:37]=[CH:36][CH:35]=[CH:34][N:33]=1>>[CH2:1]([NH:3][C:4]([NH:6][C:7]1[CH:8]=[CH:9][C:10]([C:13]2[N:14]=[C:15]([N:23]3[CH2:28][CH2:27][O:26][CH2:25][C@@H:24]3[CH2:29][CH3:30])[C:16]3[CH2:22][CH2:21][N:20]([C:32]4[N:37]=[CH:36][CH:35]=[CH:34][N:33]=4)[CH2:19][C:17]=3[N:18]=2)=[CH:11][CH:12]=1)=[O:5])[CH3:2]. Procedure details: Compound gs was synthesized using the general procedure described in Example 2 by reacting (S)-1-ethyl-3-(4-(4-(3-ethylmorpholino)-5,6,7,8-tetrahydropyrido[3,4-d]pyrimidin-2-yl)phenyl)urea with 2-chloropyrimidine: LC-MS: m/z=+489 (M+H)+. Starting materials: N[C@@H](CC(N)=O)C(=O)O (Asn), peptide LRRASGLIYNNPLMAR-amide, N[C@@H](CCCNC(N)=N)C(=O)O (Arg), N[C@@H](CC1=CC=C(C=C1)O)C(=O)O (Tyr), ( 9 ), CC1=CC=C(C=C1)C(C2=CC=CC=C2)N.C=CC1=CC=CC=C1.C=CC1=CC=C(C=C1)C=C.Cl (MBHA resin), benzyl(Bzl). Yields the product C1=CC=C2C(=C1)C(=O)C(C2=O)(O)O (ninhydrin). Reaction SMILES: [CH3:1][C:2]1[CH:7]=CC(C(N)C2C=CC=CC=2)=CC=1.C=CC1C=CC=CC=1.C=CC1C=CC(C=C)=CC=1.Cl.N[C@H:36]([C:44]([OH:46])=[O:45])[CH2:37][CH2:38][CH2:39]NC(=N)N.N[C@H](C(O)=O)C[C:50](=[O:52])N.N[C@H](C(O)=O)CC1C=CC([OH:65])=CC=1>>[CH:2]1[CH:7]=[C:37]2[C:36]([C:44]([OH:46])([OH:45])[C:50](=[O:52])[C:38]2=[CH:39][CH:1]=1)=[O:65] |f:0.1.2.3|. Reported procedure: The machine-assisted assembly of the peptide LRRASGLIYNNPLMAR-amide (SEQ ID NO:24) was performed according to the in situ neutralization methods of Schnolzer and Kent (9) on a 0.25 mmol scale using MBHA resin and 2.2 mmol N-α-Boc amino acids. The following side chain protecting groups were used: Arg, tosyl; Asn, xanthyl; Ser, benzyl(Bzl); Tyr, bromobenzyloxycarbonyl(BrZ). Resin samples were collected at each step in the synthesis and each sample was individually subjected to the quantitative nin... Starting materials: CC(=O)CNC(C)=O, OCCc1c[nH]c2ccccc12, c1ccccc1. The product is CC(=O)NCC1(C)OCCc2c1[nH]c1ccccc21. Reaction SMILES: [C:13]([CH3:14])(=[O:15])[NH:16][CH2:17][C:18]([CH3:19])=[O:20].[OH:1][CH2:2][CH2:3][c:4]1[cH:5][nH:6][c:7]2[cH:8][cH:9][cH:10][cH:11][c:12]12.[cH:21]1[cH:22][cH:23][cH:24][cH:25][cH:26]1>>[O:1]1[CH2:2][CH2:3][c:4]2[c:5]([nH:6][c:7]3[cH:8][cH:9][cH:10][cH:11][c:12]23)[C:18]1([CH2:17][NH:16][C:13]([CH3:14])=[O:15])[CH3:19].